This data is from the Open Reaction Database (ORD), a public repository of structured organic reaction records. The task is: describe an organic reaction: reactants, conditions, products, and yield Reactants: ClCC(C)(C(C)=O)CCl (2,2-bis-chloromethyl-butan-3-one), BrBr (bromine). Yields the product BrCC(C(C)(CCl)CCl)=O (1-bromo-3,3-bis-chloromethylbutan-2-one). Reaction SMILES: [Cl:1][CH2:2][C:3]([CH2:8][Cl:9])([C:5](=[O:7])[CH3:6])[CH3:4].[Br:10]Br>>[Br:10][CH2:6][C:5](=[O:7])[C:3]([CH2:8][Cl:9])([CH2:2][Cl:1])[CH3:4]. Procedure: Finally, the 2,2-bis-chloromethyl-butan-3-one was then reacted with bromine to give 1-bromo-3,3-bis-chloromethylbutan-2-one. Reactants: C(C)(C)N(CC)C(C)C (diisopropylethylamine), C(C)(C)(C)OC(=O)N1CCN(CC1)S(=O)(=O)C1=CC=C(C=C1)N (4-(4-Amino-benzenesulfonyl)-piperazine-1-carboxylic acid tert-butyl ester), C(C=C)(=O)Cl (acryloyl chloride). The solvent is C(Cl)Cl (DCM). Conditions: time 18 hour. Product: C(C)(C)(C)OC(=O)N1CCN(CC1)S(=O)(=O)C1=CC=C(C=C1)NC(C=C)=O (4(4-Acryloylamino-benzenesulfonyl)-piperazine-1-carboxylic acid tert-butyl ester). Yield: 70.5%. RXN SMILES: [C:1]([O:5][C:6]([N:8]1[CH2:13][CH2:12][N:11]([S:14]([C:17]2[CH:22]=[CH:21][C:20]([NH2:23])=[CH:19][CH:18]=2)(=[O:16])=[O:15])[CH2:10][CH2:9]1)=[O:7])([CH3:4])([CH3:3])[CH3:2].C(N(C(C)C)CC)(C)C.[C:33](Cl)(=[O:36])[CH:34]=[CH2:35]>C(Cl)Cl>[C:1]([O:5][C:6]([N:8]1[CH2:13][CH2:12][N:11]([S:14]([C:17]2[CH:18]=[CH:19][C:20]([NH:23][C:33](=[O:36])[CH:34]=[CH2:35])=[CH:21][CH:22]=2)(=[O:16])=[O:15])[CH2:10][CH2:9]1)=[O:7])([CH3:4])([CH3:2])[CH3:3]. Procedure: 4-(4-Amino-benzenesulfonyl)-piperazine-1-carboxylic acid tert-butyl ester (7.1 g, 21 mmol) was dissolved in DCM (70 ml). To this was added diisopropylethylamine (7.3 ml, 42 mmol) in one portion followed by the drop wise addition of acryloyl chloride (1.54 ml, 19 mmol) and the mixture was stirred at room temperature under a nitrogen atmosphere for 18 hours. The THF was removed under vacuum and the resulting crude material was purified by column chromatography (elution: 60% heptane, 40% ethyl acet... Starting materials: [N+](=O)([O-])[O-].[Na+] (sodium nitrate), CC=1NC2=CC=CC=C2C1 (2-methyl-1H-indole). Run in S(O)(O)(=O)=O (sulfuric acid), S(O)(O)(=O)=O (sulfuric acid). Conditions: time 0.25 hour. Yields the product CC=1NC2=CC=C(C=C2C1)[N+](=O)[O-] (2-methyl-5-nitro-1H-indole). Yield: 59.2%. As a reaction SMILES: [N+:1]([O-:4])([O-])=[O:2].[Na+].[CH3:6][C:7]1[NH:8][C:9]2[C:14]([CH:15]=1)=[CH:13][CH:12]=[CH:11][CH:10]=2>S(=O)(=O)(O)O>[CH3:6][C:7]1[NH:8][C:9]2[C:14]([CH:15]=1)=[CH:13][C:12]([N+:1]([O-:4])=[O:2])=[CH:11][CH:10]=2 |f:0.1|. Procedure details: A solution of 17.0 g (0.2 mol) of sodium nitrate in 150 mL of sulfuric acid was added dropwise to 26.9 g (0.205 mol) of 2-methyl-1H-indole in 150 mL of sulfuric acid keeping the temperature at −10 to 0° C. with an ethanol-water bath. After 0.25 hours, the mixture was poured onto ice, extracted with EtOAc, the EtOAc solution washed with water, Na2CO3 solution and dried (Na2SO4). After concentrating at reduced pressure, the residue was crystallized from EtOH to give 20.86 g (59% yield) of 2-methyl... Starting materials: 0-Cresol, II (iodine), P(=O)(OC)(OC)OC (trimethyl phosphate), II (iodine), II (iodine), CCCCCC (hexane), phosphate ester, CCCCCC (hexane), II (iodine). Solvent: O (water), O (water). Reaction conditions: time 12 hour. Product: IC=1C=C(C(=CC1)O)C (4-iodo-2-cresol). As a reaction SMILES: [I:1]I.P([O:9][CH3:10])(OC)(OC)=O.[CH3:11][CH2:12][CH2:13][CH2:14][CH2:15][CH3:16]>O>[I:1][C:13]1[CH:14]=[C:15]([CH3:16])[C:10]([OH:9])=[CH:11][CH:12]=1. Reported procedure: 0-Cresol, 0.023 ml, iodine, 3 g, and 25 ml of trimethyl phosphate were held at 87° C under nitrogen for 12 hours with stirring. The iodine color having disappeared, 2.9 g more of iodine (total iodine 0.023 mol) was added and held 12 hours again. The iodine was gone but a brown color had developed. The mixture was poured into water and extracted with hexane. Three layers formed: the hexane layer containing the product, a dark viscous oil at interface of hexane, and water (which was a phosphate es... Reactants: ClCCN(C(=O)NCCOC(=O)C=1C=NC=CC1)N=O (N-(2-Chloroethyl)-N'-[2-(3-pyridinecarbonyloxy)ethyl]-N-nitrosourea), CI (methyl iodide), O1CCCC1 (tetrahydrofuran). Run at temperature 50 celsius, time 4 hour. Product: [I-].ClCCN(C(=O)NCCOC(=O)C1N(C=CC=[CH2+]1)C)N=O (N-(2-Chloroethyl)-N'-[2-(1-methyl-3pyridiniumcarbonyloxy)ethyl]-N-nitrosourea iodide). Reaction SMILES: [Cl:1][CH2:2][CH2:3][N:4]([N:19]=[O:20])[C:5]([NH:7][CH2:8][CH2:9][O:10]C(C1C=NC=CC=1)=O)=[O:6].C[I:22].[O:23]1[CH2:27][CH2:26][CH2:25][CH2:24]1>>[I-:22].[Cl:1][CH2:2][CH2:3][N:4]([N:19]=[O:20])[C:5]([NH:7][CH2:8][CH2:9][O:10][C:27]([CH:26]1[CH2+:25]=[CH:24][CH:2]=[CH:3][N:4]1[CH3:5])=[O:23])=[O:6] |f:3.4|. Procedure: A solution of the product of Example 122 (1.5 g, 5 mmol) in 40 mL of tetrahydrofuran was treated with excess methyl iodide. The mixture was stirred at 50° C. for 4 hours. The finely crystalline, yellow solid thus obtained (1.8 g, 82%) melted at 120°-121° C. and had the structure ##STR152## as confirmed by elemental analysis. Starting materials: BrCCBr, Cc1ccc(S(=O)(=O)Nc2ccc(Cl)cc2[N+](=O)[O-])cc1, [H-], [Na+], CN(C)C=O, O. Yields the product Cc1ccc(S(=O)(=O)N(CCBr)c2ccc(Cl)cc2[N+](=O)[O-])cc1. Reaction SMILES: [Br:24][CH2:25][CH2:26][Br:27].[Cl:3][c:4]1[cH:5][c:6]([N+:21](=[O:22])[O-:23])[c:7]([NH:8][S:9](=[O:10])(=[O:11])[c:12]2[cH:13][cH:14][c:15]([CH3:18])[cH:16][cH:17]2)[cH:19][cH:20]1.[H-:1].[Na+:2].[O:29]=[CH:30][N:31]([CH3:32])[CH3:33].[OH2:28]>>[Cl:3][c:4]1[cH:5][c:6]([N+:21](=[O:22])[O-:23])[c:7]([N:8]([S:9](=[O:10])(=[O:11])[c:12]2[cH:13][cH:14][c:15]([CH3:18])[cH:16][cH:17]2)[CH2:26][CH2:25][Br:24])[cH:19][cH:20]1. Starting materials: ClC1=NC(=C2N=CN(C2=N1)C)N1[C@@H](COCC1)C (2-chloro-9-methyl-6-((R)-3-methylmorpholin-4-yl)-9H-purine), [Li+].C[Si](C)(C)[N-][Si](C)(C)C (LiHMDS), Cl (HCl), CN(C)C=O (DMF). Run in C1CCOC1 (THF). The product is ClC1=NC(=C2N=C(N(C2=N1)C)C=O)N1[C@@H](COCC1)C (2-Chloro-9-methyl-6-((R)-3-methylmorpholin-4-yl)-9H-purine-8-carbaldehyde). Reaction SMILES: [Cl:1][C:2]1[N:10]=[C:9]2[C:5]([N:6]=[CH:7][N:8]2[CH3:11])=[C:4]([N:12]2[CH2:17][CH2:16][O:15][CH2:14][C@H:13]2[CH3:18])[N:3]=1.[Li+].C[Si]([N-][Si](C)(C)C)(C)C.CN([CH:32]=[O:33])C.Cl>C1COCC1>[Cl:1][C:2]1[N:10]=[C:9]2[C:5]([N:6]=[C:7]([CH:32]=[O:33])[N:8]2[CH3:11])=[C:4]([N:12]2[CH2:17][CH2:16][O:15][CH2:14][C@H:13]2[CH3:18])[N:3]=1 |f:1.2|. Procedure details: To a solution of 2-chloro-9-methyl-6-((R)-3-methylmorpholin-4-yl)-9H-purine (550 mg, 2.05 mmol) in THF (20 mL) at −78° C. was added LiHMDS (3.1 mL, 3.08 mmol, 1M solution in THF). The resulting mixture was allowed to stir for 45 min before the addition of DMF (800 μL, 10.33 mmol). The reaction mixture was warmed to r.t. over 1.5 h then poured onto 0.5M HCl. The resulting precipitate was collected by filtration and washed with H2O then Et2O affording the title compound as a yellow solid (406 mg, ... Reactants: CS(C)=O, COc1ccc2nccc(CCCC3CCN(CCCc4ccccc4)CC3CCl)c2c1, N#C[Na], O. Product: COc1ccc2nccc(CCCC3CCN(CCCc4ccccc4)CC3CC#N)c2c1. RXN SMILES: [CH3:37][S:38](=[O:39])[CH3:40].[Cl:4][CH2:5][CH:6]1[CH2:7][N:8]([CH2:27][CH2:28][CH2:29][c:30]2[cH:31][cH:32][cH:33][cH:34][cH:35]2)[CH2:9][CH2:10][CH:11]1[CH2:12][CH2:13][CH2:14][c:15]1[cH:16][cH:17][n:18][c:19]2[cH:20][cH:21][c:22]([O:25][CH3:26])[cH:23][c:24]12.[Na:1][C:2]#[N:3].[OH2:36]>>[C:2](#[N:3])[CH2:5][CH:6]1[CH2:7][N:8]([CH2:27][CH2:28][CH2:29][c:30]2[cH:31][cH:32][cH:33][cH:34][cH:35]2)[CH2:9][CH2:10][CH:11]1[CH2:12][CH2:13][CH2:14][c:15]1[cH:16][cH:17][n:18][c:19]2[cH:20][cH:21][c:22]([O:25][CH3:26])[cH:23][c:24]12. The reactants are CC1=CC=C(CCl)C=C1 (4-methylbenzylchloride), ClC=1C=C(CN)C=CC1F (3-chloro-4-fluorobenzylamine), C1(=CC=CC=C1)OC(NC1=C(C(=NS1)S)C(N)=O)=O ((4-carbamoyl-3-mercapto-isothiazol-5-yl)-carbamic acid phenyl ester), C(C)(C)N(C(C)C)CC (N,N-diisopropylethylamine). Run in O1CCCC1 (tetrahydrofuran), CN(C)C=O (DMF), Cl (HCl). Reaction conditions: time 18 hour. Yields the product ClC=1C=C(CNC(NC2=C(C(=NS2)SCC2=CC=C(C=C2)C)C(=O)N)=O)C=CC1F (5-[3-(3-chloro-4-fluoro-benzyl)-ureido]-3-(4-methyl-benzylsulfanyl)-isothiazole-4-carboxylic acid amide). Yield: 22.4%. RXN SMILES: C1(O[C:8](=[O:19])[NH:9][C:10]2[S:14][N:13]=[C:12]([SH:15])[C:11]=2[C:16](=[O:18])[NH2:17])C=CC=CC=1.[CH3:20][C:21]1[CH:28]=[CH:27][C:24]([CH2:25]Cl)=[CH:23][CH:22]=1.C(N(CC)C(C)C)(C)C.[Cl:38][C:39]1[CH:40]=[C:41]([CH:44]=[CH:45][C:46]=1[F:47])[CH2:42][NH2:43]>CN(C=O)C.Cl.O1CCCC1>[Cl:38][C:39]1[CH:40]=[C:41]([CH:44]=[CH:45][C:46]=1[F:47])[CH2:42][NH:43][C:8](=[O:19])[NH:9][C:10]1[S:14][N:13]=[C:12]([S:15][CH2:20][C:21]2[CH:28]=[CH:27][C:24]([CH3:25])=[CH:23][CH:22]=2)[C:11]=1[C:16]([NH2:17])=[O:18]. Procedure details: To a mixture of (4-carbamoyl-3-mercapto-isothiazol-5-yl)-carbamic acid phenyl ester (0.075 g, 0.25 mmol) in 0.5 mL of DMF was added 4-methylbenzylchloride (0.036 g, 0.25 mmol), followed by N,N-diisopropylethylamine (0.033 g, 0.25 mmol). After stirring for 18 hours at ambient temperature, tetrahydrofuran (1 mL) was added, followed by 3-chloro-4-fluorobenzylamine (0.081 g, 0.51 mmol). After stirring for 24 hours at 45° C., the mixture was diluted with 1M HCl, extracted 3× with ethyl acetate, and t...